Dataset: the Open Reaction Database (ORD), a public repository of structured organic reaction records. Task: describe an organic reaction: reactants, conditions, products, and yield Starting materials: ClCCl, Cc1ccc(C(=O)O)nc1, O=C(OO)c1cccc(Cl)c1. Yields the product Cc1ccc(C(=O)O)[n+]([O-])c1. As a reaction SMILES: [CH2:22]([Cl:23])[Cl:24].[CH3:12][c:13]1[cH:14][cH:15][c:16]([C:19](=[O:20])[OH:21])[n:17][cH:18]1.[OH:1][O:2][C:3]([c:4]1[cH:5][c:6]([Cl:7])[cH:8][cH:9][cH:10]1)=[O:11]>>[O-:1][n+:17]1[c:16]([C:19](=[O:20])[OH:21])[cH:15][cH:14][c:13]([CH3:12])[cH:18]1. Yields the product COc1ccc(Cl)cc1C1CCNCC1. RXN SMILES: [Cl:1][c:2]1[cH:3][cH:4][c:5]([O:24][CH3:25])[c:6]([CH:8]2[CH2:9][CH2:10][N:11]([C:14]([O:15][CH2:16][c:17]3[cH:18][cH:19][cH:20][cH:21][cH:22]3)=[O:23])[CH2:12][CH2:13]2)[cH:7]1.[ClH:26]>>[Cl:1][c:2]1[cH:3][cH:4][c:5]([O:24][CH3:25])[c:6]([CH:8]2[CH2:9][CH2:10][NH:11][CH2:12][CH2:13]2)[cH:7]1. Starting materials: COc1ccc(Cl)cc1C1CCN(C(=O)OCc2ccccc2)CC1, Cl. Reactants: C1CCOC1 (THF), COC(C1=C(C=C(C=C1)NC(=O)N1[C@@H]([C@@]([C@@H](C1)CC(C)(C)C)(C#N)C1=C(C=C(C=C1)Cl)F)C1=C(C(=CC=C1)Cl)F)OC)=O (rac-4-{[(2S,3S,4S)-2-(3-chloro-2-fluoro-phenyl)-3-(4-chloro-2-fluoro-phenyl)-3-cyano-4-(2,2-dimethyl-propyl)-pyrrolidine-1-carbonyl]-amino}-2-methoxy-benzoic acid methyl ester), C1CCOC1 (THF), [Li+].[OH-] (LiOH). Run in O (water), O (water). Conditions: time 16 hour. The product is ClC=1C(=C(C=CC1)[C@H]1N(C[C@H]([C@]1(C#N)C1=C(C=C(C=C1)Cl)F)CC(C)(C)C)C(=O)NCC1CCC(CC1)C(=O)O)F (rac-4-({[(2S,3S,4S)-2-(3-chloro-2-fluoro-phenyl)-3-(4-chloro-2-fluoro-phenyl)-3-cyano-4-(2,2-dimethyl-propyl)-pyrrolidine-1-carbonyl]-amino}-methyl)-cyclohexanecarboxylic acid). Yield: 99.2%. Reaction SMILES: COC(=O)[C:4]1C=C[C:7]([NH:10][C:11]([N:13]2[CH2:17][C@@H:16]([CH2:18][C:19]([CH3:22])([CH3:21])[CH3:20])[C@@:15]([C:25]3[CH:30]=[CH:29][C:28]([Cl:31])=[CH:27][C:26]=3[F:32])([C:23]#[N:24])[C@H:14]2[C:33]2[CH:38]=[CH:37][CH:36]=[C:35]([Cl:39])[C:34]=2[F:40])=[O:12])=[CH:6][C:5]=1OC.[Li+].[OH-:45].[CH2:46]1[CH2:50][O:49][CH2:48][CH2:47]1>O>[Cl:39][C:35]1[C:34]([F:40])=[C:33]([C@@H:14]2[C@:15]([C:25]3[CH:30]=[CH:29][C:28]([Cl:31])=[CH:27][C:26]=3[F:32])([C:23]#[N:24])[C@H:16]([CH2:18][C:19]([CH3:20])([CH3:22])[CH3:21])[CH2:17][N:13]2[C:11]([NH:10][CH2:7][CH:6]2[CH2:5][CH2:4][CH:47]([C:48]([OH:45])=[O:49])[CH2:46][CH2:50]2)=[O:12])[CH:38]=[CH:37][CH:36]=1 |f:1.2|. Reported procedure: To a mixture of rac-4-{[(2S,3S,4S)-2-(3-chloro-2-fluoro-phenyl)-3-(4-chloro-2-fluoro-phenyl)-3-cyano-4-(2,2-dimethyl-propyl)-pyrrolidine-1-carbonyl]-amino}-2-methoxy-benzoic acid methyl ester (26.5 mg, 0.042 mmol, Example 70) in THF (2.4 mL) was added a solution of LiOH (Aldrich, 12.9 mg, 0.307 mmol) in water (1.2 mL) and the reaction mixture was stirred at rt for 16 hrs then more THF (3 mL) and water (1.5 mL) was added and stirred for 5 additional hrs at 50° C. The reaction mixture was partly c... The reactants are [H-].[Al+3].[Li+].[H-].[H-].[H-] (lithiumaluminium hydride), COC(CCCC=CC1=C(C=CC=C1)CCCCCCCCC)=O (6-(2-nonylphenyl)-5-hexenoic acid methyl ester), Cl (hydrochloric acid), C(C)(=O)OCC (ethyl acetate). Solvent: O1CCCC1 (tetrahydrofuran), O (water). Product: C(CCCCCCCC)C1=C(C=CC=C1)\C=C\CCCCO (1-(2-nonylphenyl)-1-trans-hexen-6-ol). Reported procedure: 2.8 g of lithiumaluminium hydride are added in portions, over a period of approximately one hour, to a solution, stirred under a nitrogen atmosphere, of 34.4 g of 6-(2-nonylphenyl)-5-hexenoic acid methyl ester (cf. EP-OL 0 123 543) in 300 ml of absolute tetrahydrofuran. After a further 10 minutes 30 ml of ethyl acetate and then 30 ml of water are added dropwise. The reaction mixture is acidified by the addition of 1N hydrochloric acid and extracted repeatedly with ethyl acetate. After the combin... Reaction SMILES: [H-].[Al+3].[Li+].[H-].[H-].[H-].C[O:8][C:9](=O)[CH2:10][CH2:11][CH2:12][CH:13]=[CH:14][C:15]1[CH:20]=[CH:19][CH:18]=[CH:17][C:16]=1[CH2:21][CH2:22][CH2:23][CH2:24][CH2:25][CH2:26][CH2:27][CH2:28][CH3:29].C(OCC)(=O)C.Cl>O1CCCC1.O>[CH2:21]([C:16]1[CH:17]=[CH:18][CH:19]=[CH:20][C:15]=1/[CH:14]=[CH:13]/[CH2:12][CH2:11][CH2:10][CH2:9][OH:8])[CH2:22][CH2:23][CH2:24][CH2:25][CH2:26][CH2:27][CH2:28][CH3:29] |f:0.1.2.3.4.5|.